From a dataset of the Open Reaction Database (ORD), a public repository of structured organic reaction records. describe an organic reaction: reactants, conditions, products, and yield Starting materials: [OH-].[Na+] (sodium hydroxide), COC1=C(C=C(CC(C(=O)OCC)CC)C=C1)CC(NC1=C(C=C(C=C1)Cl)Cl)=O (ethyl 2-(4-methoxy-3-{2-oxo-2-[2,4-dichloroanilino]ethyl}benzyl)butanoate), O (water). Solvent: C(C)O (ethanol). Run at time 24 hour. The product is COC1=C(C=C(CC(C(=O)O)CC)C=C1)CC(NC1=C(C=C(C=C1)Cl)Cl)=O (2-(4-methoxy-3-{2-oxo-2-[2,4-dichloroanilino]ethyl}benzyl)butanoic acid). Reaction SMILES: [CH3:1][O:2][C:3]1[CH:17]=[CH:16][C:6]([CH2:7][CH:8]([CH2:14][CH3:15])[C:9]([O:11]CC)=[O:10])=[CH:5][C:4]=1[CH2:18][C:19](=[O:29])[NH:20][C:21]1[CH:26]=[CH:25][C:24]([Cl:27])=[CH:23][C:22]=1[Cl:28].[OH-].[Na+].O>C(O)C>[CH3:1][O:2][C:3]1[CH:17]=[CH:16][C:6]([CH2:7][CH:8]([CH2:14][CH3:15])[C:9]([OH:11])=[O:10])=[CH:5][C:4]=1[CH2:18][C:19](=[O:29])[NH:20][C:21]1[CH:26]=[CH:25][C:24]([Cl:27])=[CH:23][C:22]=1[Cl:28] |f:1.2|. Reported procedure: 0.27 g of ethyl 2-(4-methoxy-3-{2-oxo-2-[2,4-dichloroanilino]ethyl}benzyl)butanoate was dissolved in 10 ml ethanol, and 1 ml of 5 N sodium hydroxide was added. After stirring the reaction solution at room temperature for 24 hours, water was added thereto and the aqueous layer was extracted with diethyl ether. The aqueous layer was acidified with hydrochloric acid and extracted with ethyl acetate. The ethyl acetate layer was washed with brine, dried over anhydrous magnesium sulfate and the solven... Reactants: CC1=NC=CC(=C1)NC(=O)C1=NC(=CC=C1NC=1C=NC=CC1)C (6-Methyl-3-(pyridin-3-ylamino)-pyridine-2-carboxylic acid (2-methyl-pyridin-4-yl)-amide), BrC1=CC(=CC(=C1)F)F (1-Bromo-3,5-difluorobenzene). Product: CC1=NC=CC(=C1)NC(=O)C1=NC(=CC=C1NC1=CC(=CC(=C1)F)F)C (3-(3,5-Difluoro-phenylamino)-6-methyl-pyridine-2-carboxylic acid (2-methyl-pyridin-4-yl)-amide). As a reaction SMILES: [CH3:1][C:2]1[CH:7]=[C:6]([NH:8][C:9]([C:11]2[C:16]([NH:17]C3C=NC=CC=3)=[CH:15][CH:14]=[C:13]([CH3:24])[N:12]=2)=[O:10])[CH:5]=[CH:4][N:3]=1.Br[C:26]1[CH:31]=[C:30]([F:32])[CH:29]=[C:28]([F:33])[CH:27]=1>>[CH3:1][C:2]1[CH:7]=[C:6]([NH:8][C:9]([C:11]2[C:16]([NH:17][C:26]3[CH:31]=[C:30]([F:32])[CH:29]=[C:28]([F:33])[CH:27]=3)=[CH:15][CH:14]=[C:13]([CH3:24])[N:12]=2)=[O:10])[CH:5]=[CH:4][N:3]=1. Procedure: The title compound, was prepared from 3-Amino-6-methyl-pyridine-2-carboxylic acid (2-methyl-pyridin-4-yl)-amide (example 5) in accordance with the general method of example 20 using 1-Bromo-3,5-difluorobenzene instead of 3-Bromo-4-methylpyridine to yield the final compound as a yellow crystalline solid, MS (ISP): m/e=355.1 (M+H+). Starting materials: IC1=C(C=CC(=C1)C(F)(F)F)N (2-iodo-4-(trifluoromethyl)benzenamine), CS(=O)(=O)Cl (methanesulfonylchloride). Reagents/catalysts: CN(C)C=1C=CN=CC1 (DMAP). The solvent is N1=CC=CC=C1 (pyridine). Conditions: temperature 105 celsius. Yields the product IC1=C(C=CC(=C1)C(F)(F)F)NS(=O)(=O)C (N-(2-iodo-4-(trifluoromethyl)phenyl)methanesulfonamide). Yield: 32.3%. Reaction SMILES: [I:1][C:2]1[CH:7]=[C:6]([C:8]([F:11])([F:10])[F:9])[CH:5]=[CH:4][C:3]=1[NH2:12].[CH3:13][S:14](Cl)(=[O:16])=[O:15]>CN(C1C=CN=CC=1)C.N1C=CC=CC=1>[I:1][C:2]1[CH:7]=[C:6]([C:8]([F:10])([F:11])[F:9])[CH:5]=[CH:4][C:3]=1[NH:12][S:14]([CH3:13])(=[O:16])=[O:15]. Procedure details: A mixture of 2-iodo-4-(trifluoromethyl)benzenamine (11.0 g, 0.0382 mol), pyridine (40 ml), methanesulfonylchloride (5.3 g, 0.046 mol) and DMAP (0.46 g, 0.0038 mol) in a 100 ml RB flask was heated slowly to 105° C. and maintained the same temperature for over night. The reaction mixture was concentrated to remove the pyridine. The crude product obtained was purified by column chromatography using 10% ethyl acetate in pet ether as eluent to get N-(2-iodo-4-(trifluoromethyl)phenyl)methanesulfonamid... Reactants: CCCCCBr, CC(C)(C)OC(=O)NCc1ccc(-c2ccccc2O)cc1. Yields the product CCCCCOc1ccccc1-c1ccc(CNC(=O)OC(C)(C)C)cc1. RXN SMILES: [Br:23][CH2:24][CH2:25][CH2:26][CH2:27][CH3:28].[OH:1][c:2]1[c:3](-[c:8]2[cH:9][cH:10][c:11]([CH2:14][NH:15][C:16]([O:17][C:18]([CH3:19])([CH3:20])[CH3:21])=[O:22])[cH:12][cH:13]2)[cH:4][cH:5][cH:6][cH:7]1>>[O:1]([c:2]1[c:3](-[c:8]2[cH:9][cH:10][c:11]([CH2:14][NH:15][C:16]([O:17][C:18]([CH3:19])([CH3:20])[CH3:21])=[O:22])[cH:12][cH:13]2)[cH:4][cH:5][cH:6][cH:7]1)[CH2:24][CH2:25][CH2:26][CH2:27][CH3:28]. Reactants: BrB(Br)Br, ClCCl, COC(=O)c1ccc(-c2ccc(OC)cc2Br)cc1. Yields the product COC(=O)c1ccc(-c2ccc(O)cc2Br)cc1. RXN SMILES: [B:20]([Br:21])([Br:22])[Br:23].[CH2:24]([Cl:25])[Cl:26].[CH3:1][O:2][C:3](=[O:4])[c:5]1[cH:6][cH:7][c:8](-[c:11]2[c:12]([Br:19])[cH:13][c:14]([O:17][CH3:18])[cH:15][cH:16]2)[cH:9][cH:10]1>>[CH3:1][O:2][C:3](=[O:4])[c:5]1[cH:6][cH:7][c:8](-[c:11]2[c:12]([Br:19])[cH:13][c:14]([OH:17])[cH:15][cH:16]2)[cH:9][cH:10]1. Starting materials: ClCCCSC1=C(C=C(C=C1)[N+](=O)[O-])NN (1-{2-[(3-Chloropropyl)sulfanyl]-5-nitrophenyl}hydrazine), O.N1CCC(CC1)=O (4-piperidone mono hydrate), Cl (HCl). Solvent: C(C(F)(F)F)O (trifluoroethanol). Product: [N+](=O)([O-])C=1C=2C3=C(NC2C(=CC1)SCCCCl)CCNC3 (3-chloropropyl 9-nitro-2,3,4,5-tetrahydro-1H-pyrido[4,3-b]indol-6-yl sulfide). Yield: 96.9%. RXN SMILES: [Cl:1][CH2:2][CH2:3][CH2:4][S:5][C:6]1[CH:11]=[CH:10][C:9]([N+:12]([O-:14])=[O:13])=[CH:8][C:7]=1[NH:15]N.O.[NH:18]1[CH2:23][CH2:22][C:21](=O)[CH2:20][CH2:19]1.Cl>C(O)C(F)(F)F>[N+:12]([C:9]1[C:8]2[C:20]3[CH2:19][NH:18][CH2:23][CH2:22][C:21]=3[NH:15][C:7]=2[C:6]([S:5][CH2:4][CH2:3][CH2:2][Cl:1])=[CH:11][CH:10]=1)([O-:14])=[O:13] |f:1.2|. Procedure: 1-{2-[(3-Chloropropyl)sulfanyl]-5-nitrophenyl}hydrazine (100 mg, 0.38 mmol) and 4-piperidone mono hydrate (58 mg, 0.38 mmol) were dissolved in trifluoroethanol (1 mL) andheated at reflux for 1 hour. To this was added 12 N HCl (3 mL) and the reaction allowed to heat at reflux for 2 hours. The product percipatated out upon cooling to room temperature, it was filtered off and washed with cold 2-propanol to give 3-chloropropyl 9-nitro-2,3,4,5-tetrahydro-1H-pyrido[4,3-b]indol-6-yl sulfide (120 mg, 75... Starting materials: Cl.COCCNN (2-Methoxyethylhydrazine hydrochloride), C(C)OC(C(C=CN(C)C)=O)=O (ethyl-4-dimethylamino-2-oxo-but-3-enoate). The solvent is C(C)O (ethanol). Reaction conditions: temperature 60 celsius. The product is C(C)OC(=O)C=1N(N=CC1)CCOC (2-(2-methoxyethyl)-2H-pyrazole-3-carboxylic acid ethyl ester), mobile yellow oil. Reaction SMILES: Cl.[CH3:2][O:3][CH2:4][CH2:5][NH:6]N.[CH2:8]([O:10][C:11](=[O:19])[C:12](=O)[CH:13]=[CH:14][N:15](C)C)[CH3:9]>C(O)C>[CH2:8]([O:10][C:11]([C:12]1[N:6]([CH2:5][CH2:4][O:3][CH3:2])[N:15]=[CH:14][CH:13]=1)=[O:19])[CH3:9] |f:0.1|. Procedure: 2-Methoxyethylhydrazine hydrochloride (Ref: J. Med. Chem. (1967) 11 (1) 79-83) (1.07 g, 8.5 mmol) and ethyl-4-dimethylamino-2-oxo-but-3-enoate (1.5 g, 8.5 mmol) were dissolved in ethanol (10 ml) and heated at 60° C. for 7 hours. The solvent was evaporated in vacuo and the residue was partitioned between ethyl acetate (80 ml) and dilute sodium carbonate solution (40 ml). The organic layer was dried over anhydrous Na2SO4 and the solvent removed in vacuo to give a brown gum. This material was chrom... The reactants are [N+](=O)([O-])C=1C=C(C(=O)C=2C=NC=CC2)C=CC1Cl (3-(3-nitro-4-chlorobenzoyl)pyridine), N (ammonia). The solvent is saturated solution, C(C)O (ethanol). Yields the product [N+](=O)([O-])C=1C=C(C(=O)C=2C=NC=CC2)C=CC1N (3-(3-Nitro-4-aminobenzoyl)pyridine). As a reaction SMILES: [N+:1]([C:4]1[CH:5]=[C:6]([CH:15]=[CH:16][C:17]=1Cl)[C:7]([C:9]1[CH:10]=[N:11][CH:12]=[CH:13][CH:14]=1)=[O:8])([O-:3])=[O:2].[NH3:19]>C(O)C>[N+:1]([C:4]1[CH:5]=[C:6]([CH:15]=[CH:16][C:17]=1[NH2:19])[C:7]([C:9]1[CH:10]=[N:11][CH:12]=[CH:13][CH:14]=1)=[O:8])([O-:3])=[O:2]. Reported procedure: A suspension of 63 g. (0.24 mol) of 3-(3-nitro-4-chlorobenzoyl)pyridine in 3 liters of a saturated solution of ammonia in ethanol was autoclaved at 100° C. for 24 hours. The mixture was concentrated in vacuo and the resulting residue dissolved in 1.5 liters of warm 5N HCl. The solution was cooled to room temperature and neutralized with concentrated ammonium hydroxide. The resulting product was collected as yellow-orange prisms, mp. 229° -230° C. (dimethylformamide-2-propanol).